From a dataset of the Open Reaction Database (ORD), a public repository of structured organic reaction records. describe an organic reaction: reactants, conditions, products, and yield Reactants: FC1=C(C=CC=C1)O (2-fluorophenol), C(C)(=O)C(CCCCCCC(=O)O)CCCC(COC1=CC=C(C=C1)C(C)(C)C)O (8-Acetyl-12-hydroxy-13-(4-tert-butylphenoxy)tridecanoic Acid). The product is C(C)(=O)C(CCCCCCC(=O)O)CCCC(COC1=C(C=CC=C1)F)O (8-Acetyl-12-hydroxy-13-(2-fluorophenoxy)-tridecanoic Acid). As a reaction SMILES: [F:1][C:2]1[CH:7]=[CH:6][CH:5]=[CH:4][C:3]=1[OH:8].[C:9]([CH:12]([CH2:22][CH2:23][CH2:24][CH:25]([OH:38])[CH2:26]OC1C=CC(C(C)(C)C)=CC=1)[CH2:13][CH2:14][CH2:15][CH2:16][CH2:17][CH2:18][C:19]([OH:21])=[O:20])(=[O:11])[CH3:10]>>[C:9]([CH:12]([CH2:22][CH2:23][CH2:24][CH:25]([OH:38])[CH2:26][O:8][C:3]1[CH:4]=[CH:5][CH:6]=[CH:7][C:2]=1[F:1])[CH2:13][CH2:14][CH2:15][CH2:16][CH2:17][CH2:18][C:19]([OH:21])=[O:20])(=[O:11])[CH3:10]. Reported procedure: The synthesis of this compound is carried out by the procedure of Example 10 except that an equivalent amount of 2-fluorophenol is substituted for the 4-tertbutylphenol of Example 10. The title compound is obtained as a viscous oil after purification by silica gel column chromatography. RXN SMILES: [CH3:26][C:27]([CH3:28])=[O:29].[Cl:30][CH2:31][Cl:32].[OH:1][CH2:2][C:3]([CH3:4])([CH3:5])[c:6]1[n:7][o:8][c:9]([NH:11][C:12]([C:13]([CH3:14])([S:15](=[O:16])(=[O:17])[CH:18]2[CH2:19][CH2:20][O:21][CH2:22][CH2:23]2)[CH3:24])=[O:25])[cH:10]1>>[O:1]=[C:2]([C:3]([CH3:4])([CH3:5])[c:6]1[n:7][o:8][c:9]([NH:11][C:12]([C:13]([CH3:14])([S:15](=[O:16])(=[O:17])[CH:18]2[CH2:19][CH2:20][O:21][CH2:22][CH2:23]2)[CH3:24])=[O:25])[cH:10]1)[OH:29]. The product is CC(C)(C(=O)O)c1cc(NC(=O)C(C)(C)S(=O)(=O)C2CCOCC2)on1. Reactants: CC(C)=O, ClCCl, CC(C)(CO)c1cc(NC(=O)C(C)(C)S(=O)(=O)C2CCOCC2)on1. Reactants: CCO, Cl, CCOC(=O)c1sc(N2CCN(CC(=O)NCc3ccc(F)cc3)C2=O)nc1C, [Na+], [OH-], O. The product is Cc1nc(N2CCN(CC(=O)NCc3ccc(F)cc3)C2=O)sc1C(=O)O. As a reaction SMILES: [CH3:33][CH2:34][OH:35].[ClH:32].[F:1][c:2]1[cH:3][cH:4][c:5]([CH2:6][NH:7][C:8]([CH2:9][N:10]2[C:11](=[O:26])[N:12]([c:15]3[s:16][c:17]([C:21](=[O:22])[O:23][CH2:24][CH3:25])[c:18]([CH3:20])[n:19]3)[CH2:13][CH2:14]2)=[O:27])[cH:28][cH:29]1.[Na+:31].[OH-:30].[OH2:36]>>[F:1][c:2]1[cH:3][cH:4][c:5]([CH2:6][NH:7][C:8]([CH2:9][N:10]2[C:11](=[O:26])[N:12]([c:15]3[s:16][c:17]([C:21](=[O:22])[OH:23])[c:18]([CH3:20])[n:19]3)[CH2:13][CH2:14]2)=[O:27])[cH:28][cH:29]1. The reactants are N1=CC=C(C=C1)C(=O)CC(C)C (isobutyl 4-pyridyl ketone), O(C1=CC=CC=C1)C1=C(C(=O)NN)C=CC=C1 (2-phenoxybenzhydrazide). Reagents/catalysts: C(C)(=O)O (acetic acid). The product is CC(CC(C1=CC=NC=C1)=NNC(C1=C(C=CC=C1)OC1=CC=CC=C1)=O)C (2-phenoxybenzoic acid [3-methyl-1-(4-pyridinyl)butylidene]hydrazide). As a reaction SMILES: [N:1]1[CH:6]=[CH:5][C:4]([C:7]([CH2:9][CH:10]([CH3:12])[CH3:11])=O)=[CH:3][CH:2]=1.[O:13]([C:20]1[CH:29]=[CH:28][CH:27]=[CH:26][C:21]=1[C:22]([NH:24][NH2:25])=[O:23])[C:14]1[CH:19]=[CH:18][CH:17]=[CH:16][CH:15]=1>C(O)(=O)C>[CH3:11][CH:10]([CH3:12])[CH2:9][C:7](=[N:25][NH:24][C:22](=[O:23])[C:21]1[CH:26]=[CH:27][CH:28]=[CH:29][C:20]=1[O:13][C:14]1[CH:19]=[CH:18][CH:17]=[CH:16][CH:15]=1)[C:4]1[CH:5]=[CH:6][N:1]=[CH:2][CH:3]=1. Procedure details: Following the general method of procedure 4 and making noncritical variations, except 12 drops of glacial acetic acid is added as a catalyst, 9.00 gm (0.055 mole) of isobutyl 4-pyridyl ketone and 12.59 gm (0.055 mole) of 2-phenoxybenzhydrazide yield 13.89 gm (67%) of the title compound having a melting point of 137.6° C. RXN SMILES: [Br:17][CH2:18][CH:19]([CH2:20][CH2:21][CH2:22][CH3:23])[CH2:24][CH3:25].[C:1]([CH3:2])(=[O:3])[C:4]1=[CH:5][NH:6][CH2:7][CH2:8][CH2:9]1.[H-:10].[Na+:11].[O:12]1[CH2:13][CH2:14][CH2:15][CH2:16]1.[OH2:26]>>[C:1]([CH3:2])(=[O:3])[C:4]1=[CH:5][N:6]([CH2:18][CH:19]([CH2:20][CH2:21][CH2:22][CH3:23])[CH2:24][CH3:25])[CH2:7][CH2:8][CH2:9]1. Reactants: CCCCC(CC)CBr, CC(=O)C1=CNCCC1, [H-], [Na+], C1CCOC1, O. Product: CCCCC(CC)CN1C=C(C(C)=O)CCC1.